Dataset: the Open Reaction Database (ORD), a public repository of structured organic reaction records. Task: describe an organic reaction: reactants, conditions, products, and yield Reactants: Cc1ccc(C=O)cc1, CC[N+](=O)[O-], [Na+], [Na+], [OH-], O, O=S([O-])O. The product is Cc1ccc(C(O)C(C)[N+](=O)[O-])cc1. As a reaction SMILES: [CH3:1][c:2]1[cH:3][cH:4][c:5]([CH:6]=[O:7])[cH:8][cH:9]1.[N+:15](=[O:16])([O-:17])[CH2:18][CH3:19].[Na+:14].[Na+:21].[OH-:20].[OH2:22].[S:10](=[O:11])([OH:12])[O-:13]>>[CH3:1][c:2]1[cH:3][cH:4][c:5]([CH:6]([OH:7])[CH:18]([N+:15](=[O:16])[O-:17])[CH3:19])[cH:8][cH:9]1. Starting materials: BrC1=CC=C(C=C1)[C@H](C)NC(=O)C1CC1 ((S)-cyclopropanecarboxylic acid [1-(4-bromo-phenyl)-ethyl]-amide), C(C)(=O)[O-].[Na+] (sodium acetate). The reagents and catalysts are C(C)(=O)[O-].[Pd+2].C(C)(=O)[O-] (palladium-(II)-acetate), C1(=CC=CC=C1)P([C-]1C=CC=C1)C1=CC=CC=C1.[C-]1(C=CC=C1)P(C1=CC=CC=C1)C1=CC=CC=C1.[Fe+2] (1,1′-bis(diphenylphosphino)-ferrocene). Solvent: CO (MeOH). Run at temperature 100 celsius. Product: C(=O)C1=CC=C(C=C1)[C@H](C)NC(=O)C1CC1 ((S)-Cyclopropanecarboxylic acid [1-(4-formyl-phenyl)-ethyl]-amide). RXN SMILES: Br[C:2]1[CH:7]=[CH:6][C:5]([C@@H:8]([NH:10][C:11]([CH:13]2[CH2:15][CH2:14]2)=[O:12])[CH3:9])=[CH:4][CH:3]=1.[C:16]([O-])(=[O:18])C.[Na+]>CO.C([O-])(=O)C.[Pd+2].C([O-])(=O)C.C1(P(C2C=CC=CC=2)[C-]2C=CC=C2)C=CC=CC=1.[C-]1(P(C2C=CC=CC=2)C2C=CC=CC=2)C=CC=C1.[Fe+2]>[CH:16]([C:2]1[CH:7]=[CH:6][C:5]([C@@H:8]([NH:10][C:11]([CH:13]2[CH2:15][CH2:14]2)=[O:12])[CH3:9])=[CH:4][CH:3]=1)=[O:18] |f:1.2,4.5.6,7.8.9|. Reported procedure: To 5.0 g (19 mmol) (S)-cyclopropanecarboxylic acid [1-(4-bromo-phenyl)-ethyl]-amide (WO 2012/01107) in 40 mL MeOH are added 125 mg (0.600 mmol) palladium-(II)-acetate, 620 mg (1.10 mmol) 1,1′-bis(diphenylphosphino)-ferrocene and 4.6 g (56 mmol) sodium acetate. The mixture is stirred at 100° C. and 5 bar CO atmosphere over night. After that time, the mixture is filtered over celite and the filtrate is concentrated by evaporation. The residue is purified by column chromatography (silica gel; gradi... The reactants are C(C)(=O)N1C([C@@]2([C@H](NC(C[C@H]2C2=C(C=CC(=C2)Cl)OC(CC)(C(=O)NS(=O)(=O)C)CC)=O)C2=C(C=CC(=C2)Cl)C)C2=CC=C(C=C12)Cl)=O ((2′R,3R,4′S)-1-acetyl-6-chloro-4′-[5-chloro-2-(1-ethyl-1-methanesulfonylaminocarbonyl-propoxy)-phenyl]-2′-(5-chloro-2-methyl-phenyl)-spiro[3H-indole-3,3′-piperidine]-2,6′(1H)-dione), [OH-].[Na+] (NaOH), O (H2O). Run in CO (methanol). Reaction conditions: time 8 hour. Product: ClC1=CC=C2C(=C1)NC([C@@]21[C@H](NC(C[C@H]1C1=C(C=CC(=C1)Cl)OC(CC)(C(=O)NS(=O)(=O)C)CC)=O)C1=C(C=CC(=C1)Cl)C)=O ((2′R,3R,4′S)-6-chloro-4′-[5-chloro-2-(1-ethyl-1-methanesulfonylaminocarbonyl-propoxy)-phenyl]-2′-(5-chloro-2-methyl-phenyl)-spiro[3H-indole-3,3′-piperidine]-2,6′(1H)-dione). The yield is 53.4%. As a reaction SMILES: C([N:4]1[C:46]2[C:41](=[CH:42][CH:43]=[C:44]([Cl:47])[CH:45]=2)[C@@:6]2([C@H:11]([C:12]3[CH:17]=[C:16]([Cl:18])[CH:15]=[CH:14][C:13]=3[O:19][C:20]([CH2:30][CH3:31])([C:23]([NH:25][S:26]([CH3:29])(=[O:28])=[O:27])=[O:24])[CH2:21][CH3:22])[CH2:10][C:9](=[O:32])[NH:8][C@@H:7]2[C:33]2[CH:38]=[C:37]([Cl:39])[CH:36]=[CH:35][C:34]=2[CH3:40])[C:5]1=[O:48])(=O)C.[OH-].[Na+].O>CO>[Cl:47][C:44]1[CH:45]=[C:46]2[NH:4][C:5](=[O:48])[C@:6]3([C@H:11]([C:12]4[CH:17]=[C:16]([Cl:18])[CH:15]=[CH:14][C:13]=4[O:19][C:20]([CH2:30][CH3:31])([C:23]([NH:25][S:26]([CH3:29])(=[O:28])=[O:27])=[O:24])[CH2:21][CH3:22])[CH2:10][C:9](=[O:32])[NH:8][C@@H:7]3[C:33]3[CH:38]=[C:37]([Cl:39])[CH:36]=[CH:35][C:34]=3[CH3:40])[C:41]2=[CH:42][CH:43]=1 |f:1.2|. Reported procedure: At room temperature, a mixture of chiral (2′R,3R,4′S)-1-acetyl-6-chloro-4′-[5-chloro-2-(1-ethyl-1-methanesulfonylaminocarbonyl-propoxy)-phenyl]-2′-(5-chloro-2-methyl-phenyl)-spiro[3H-indole-3,3′-piperidine]-2,6′(1H)-dione (20 mg, 0.027 mmol) (RO5319796-000), NaOH (2 mg, 0.05 mmol), H2O (0.5 mL) and methanol (2 mL) was stirred overnight. Then methanol was removed by vacuum. The aqueous solution was acidified by addition of concentrated HCl to “pH” 1-2 and extracted with EtOAc twice. The combined ... Starting materials: C(C)(C)(C)OC(=O)N1CC(C(CC1)(O)C1=CC=C(C=C1)Cl)C (4-(4-Chloro-phenyl)-4-hydroxy-3-methyl-piperidine-1-carboxylic acid tert-butyl ester), FC(C(=O)O)(F)F (trifluoroacetic acid). Run in ClCCl (dichloromethane). Run at time 2 hour. The product is ClC1=CC=C(C=C1)C1(C(CNCC1)C)O (4-(4-Chloro-phenyl)-3-methyl-piperidin-4-ol). Reaction SMILES: C(OC([N:8]1[CH2:13][CH2:12][C:11]([C:15]2[CH:20]=[CH:19][C:18]([Cl:21])=[CH:17][CH:16]=2)([OH:14])[CH:10]([CH3:22])[CH2:9]1)=O)(C)(C)C.FC(F)(F)C(O)=O>ClCCl>[Cl:21][C:18]1[CH:19]=[CH:20][C:15]([C:11]2([OH:14])[CH2:12][CH2:13][NH:8][CH2:9][CH:10]2[CH3:22])=[CH:16][CH:17]=1. Procedure: To a solution of 4-(4-Chloro-phenyl)-4-hydroxy-3-methyl-piperidine-1-carboxylic acid tert-butyl ester (1.5 g, 4.6 mmol) in dichloromethane (40 mL) at about 0° C. was added trifluoroacetic acid (10 mL). The solution was stirred for about 2 hours. The solvent was evaporated and the residue was dissolved in ethyl acetate. The solution was neutralized with saturated sodium bicarbonate, and washed with brine and dried over magnesium sulfate. The solvent was removed to give a yellow solid. No purifica... Reactants: C1(=CC=CC=C1)C1=NSC(=N1)S(=O)(=O)N (3-phenyl-1,2,4-thiadiazole-5-sulfonamide), C(C)(OCC)(OCC)OCC (triethyl orthoacetate). Run in CCCCCC (hexane). Product: C(C)OC(C)=NS(=O)(=O)C1=NC(=NS1)C1=CC=CC=C1 (N-(1-Ethoxyethylidene)-3-phenyl-1,2,4-thiadiazole-5-sulfonamide). As a reaction SMILES: [C:1]1([C:7]2[N:11]=[C:10]([S:12]([NH2:15])(=[O:14])=[O:13])[S:9][N:8]=2)[CH:6]=[CH:5][CH:4]=[CH:3][CH:2]=1.[C:16](OCC)(OCC)([O:18][CH2:19][CH3:20])[CH3:17]>CCCCCC>[CH2:16]([O:18][C:19](=[N:15][S:12]([C:10]1[S:9][N:8]=[C:7]([C:1]2[CH:2]=[CH:3][CH:4]=[CH:5][CH:6]=2)[N:11]=1)(=[O:14])=[O:13])[CH3:20])[CH3:17]. Procedure: A mixture of 3.0 g of 3-phenyl-1,2,4-thiadiazole-5-sulfonamide and 10 ml of triethyl orthoacetate was warmed at reflux for 4 hours. The mixture was cooled to room temperature and diluted with hexane (30 ml) and the precipitated solid was collected, washed with hexane and dried to give 3.25 g of solid, m.p. 120°-122°. Product: CC(C)(C)OC(=O)N1CCC(c2ccc(OCc3ccc(S(C)(=O)=O)cc3)nc2)CC1. Reaction SMILES: [C:34].[CH3:1][S:2](=[O:3])(=[O:4])[c:5]1[cH:6][cH:7][c:8]([CH2:9][O:10][c:11]2[n:12][cH:13][c:14]([C:17]3=[CH:22][CH2:21][N:20]([C:23](=[O:24])[O:25][C:26]([CH3:27])([CH3:28])[CH3:29])[CH2:19][CH2:18]3)[cH:15][cH:16]2)[cH:30][cH:31]1.[CH3:32][OH:33].[Pt:35]>>[CH3:1][S:2](=[O:3])(=[O:4])[c:5]1[cH:6][cH:7][c:8]([CH2:9][O:10][c:11]2[n:12][cH:13][c:14]([CH:17]3[CH2:18][CH2:19][N:20]([C:23](=[O:24])[O:25][C:26]([CH3:27])([CH3:28])[CH3:29])[CH2:21][CH2:22]3)[cH:15][cH:16]2)[cH:30][cH:31]1. Reactants: C, CC(C)(C)OC(=O)N1CC=C(c2ccc(OCc3ccc(S(C)(=O)=O)cc3)nc2)CC1, CO, [Pt]. The reactants are O=C([O-])O, CCN(CC)S(F)(F)F, ClCCl, [K+], [K+], [Na+], O=C([O-])[O-], CCC(C)C1CN(C(=O)c2cc(CC(C)C)c(C(=O)NC(CO)C(C)C)nn2)CCN1C. The product is CCC(C)C1CN(C(=O)c2cc(CC(C)C)c(C3=NC(C(C)C)CO3)nn2)CCN1C. Reaction SMILES: [C:48](=[O:49])([OH:50])[O-:51].[CH2:33]([N:34]([S:35]([F:36])([F:37])[F:38])[CH2:39][CH3:40])[CH3:41].[Cl:53][CH2:54][Cl:55].[K+:42].[K+:43].[Na+:52].[O-:44][C:45]([O-:46])=[O:47].[OH:1][CH2:2][CH:3]([CH:4]([CH3:5])[CH3:6])[NH:7][C:8](=[O:9])[c:10]1[n:11][n:12][c:13]([C:20](=[O:21])[N:22]2[CH2:23][CH:24]([CH:29]([CH3:30])[CH2:31][CH3:32])[N:25]([CH3:28])[CH2:26][CH2:27]2)[cH:14][c:15]1[CH2:16][CH:17]([CH3:18])[CH3:19]>>[O:1]1[CH2:2][CH:3]([CH:4]([CH3:5])[CH3:6])[N:7]=[C:8]1[c:10]1[n:11][n:12][c:13]([C:20](=[O:21])[N:22]2[CH2:23][CH:24]([CH:29]([CH3:30])[CH2:31][CH3:32])[N:25]([CH3:28])[CH2:26][CH2:27]2)[cH:14][c:15]1[CH2:16][CH:17]([CH3:18])[CH3:19]. Reactants: CO, ClCCl, COC(=O)c1ccc2cnc(C(=O)c3ccc(N)c(OC)c3)n2c1, [Na+], C1COCCO1, [OH-]. Yields the product COc1cc(C(=O)c2ncc3ccc(C(=O)O)cn23)ccc1N. As a reaction SMILES: [CH3:36][OH:37].[Cl:33][CH2:34][Cl:35].[NH2:3][c:4]1[c:5]([O:25][CH3:26])[cH:6][c:7]([C:8](=[O:9])[c:10]2[n:11][cH:12][c:13]3[n:14]2[cH:15][c:16]([C:19](=[O:20])[O:21][CH3:22])[cH:17][cH:18]3)[cH:23][cH:24]1.[Na+:2].[O:27]1[CH2:28][CH2:29][O:30][CH2:31][CH2:32]1.[OH-:1]>>[NH2:3][c:4]1[c:5]([O:25][CH3:26])[cH:6][c:7]([C:8](=[O:9])[c:10]2[n:11][cH:12][c:13]3[n:14]2[cH:15][c:16]([C:19](=[O:20])[OH:21])[cH:17][cH:18]3)[cH:23][cH:24]1.